From a dataset of the Open Reaction Database (ORD), a public repository of structured organic reaction records. describe an organic reaction: reactants, conditions, products, and yield The reactants are BrC=1C(=CC=2CCN3C(C2C1)=C(C1=C3C(N(CCOC1)C(C)(C)C)=O)C1=CN=CS1)OC (2-bromo-9-tert-butyl-3-methoxy-14-(1,3-thiazol-5-yl)-5,6,10,11-tetrahydro-9H-[1,4]oxazocino[7′,6′:4,5]pyrrolo[2,1-a]isoquinolin-8(13H)-one), B(C1=CN=CC=C1)(O)O (pyridyl-3-boronic acid), C(=O)([O-])[O-].[K+].[K+] (K2CO3), [OH-].[Na+] (NaOH). Reagents/catalysts: C=1C=CC(=CC1)[P](C=2C=CC=CC2)(C=3C=CC=CC3)[Pd]([P](C=4C=CC=CC4)(C=5C=CC=CC5)C=6C=CC=CC6)([P](C=7C=CC=CC7)(C=8C=CC=CC8)C=9C=CC=CC9)[P](C=1C=CC=CC1)(C=1C=CC=CC1)C=1C=CC=CC1 (Pd(PPh3)4). Run in C(OC)COC (dimethoxyethane). Product: C(C)(C)(C)N1C(C2=C(C(=C3N2CCC=2C=C(C(=CC32)C=3C=NC=CC3)OC)C3=CN=CS3)CCCC1)=O (9-tert-butyl-3-methoxy-2-pyridin-3-yl-14-(1,3-thiazol-5-yl)-5,6,10,11,12,13-hexahydroazocino[4′,3′:4,5]pyrrolo[2,1-a]isoquinolin-8(9H)-one). Isolated yield 88.1%. Reaction SMILES: Br[C:2]1[C:3]([O:31][CH3:32])=[CH:4][C:5]2[CH2:6][CH2:7][N:8]3[C:14]4[C:15](=[O:25])[N:16]([C:21]([CH3:24])([CH3:23])[CH3:22])[CH2:17][CH2:18]O[CH2:20][C:13]=4[C:12]([C:26]4[S:30][CH:29]=[N:28][CH:27]=4)=[C:9]3[C:10]=2[CH:11]=1.B(O)(O)[C:34]1[CH:39]=[CH:38][CH:37]=[N:36][CH:35]=1.[C:42]([O-])([O-])=O.[K+].[K+].[OH-].[Na+]>C1C=CC([P]([Pd]([P](C2C=CC=CC=2)(C2C=CC=CC=2)C2C=CC=CC=2)([P](C2C=CC=CC=2)(C2C=CC=CC=2)C2C=CC=CC=2)[P](C2C=CC=CC=2)(C2C=CC=CC=2)C2C=CC=CC=2)(C2C=CC=CC=2)C2C=CC=CC=2)=CC=1.C(COC)OC>[C:21]([N:16]1[CH2:17][CH2:18][CH2:42][CH2:20][C:13]2[C:12]([C:26]3[S:30][CH:29]=[N:28][CH:27]=3)=[C:9]3[C:10]4[CH:11]=[C:2]([C:34]5[CH:35]=[N:36][CH:37]=[CH:38][CH:39]=5)[C:3]([O:31][CH3:32])=[CH:4][C:5]=4[CH2:6][CH2:7][N:8]3[C:14]=2[C:15]1=[O:25])([CH3:23])([CH3:22])[CH3:24] |f:2.3.4,5.6,^1:53,55,74,93|. Procedure details: A degassed solution of 40 mg of 11i, 20 mg of pyridyl-3-boronic acid, 30 mg of K2CO3, 12 mg Pd(PPh3)4 and 3 ml of 90% aq. dimethoxyethane was heated at 90° C. for 16 hr. The reaction mixture was cooled, poured into 20 ml of 1N NaOH and extracted with ethyl acetate. The organic layer was washed with water, dried, concentrated and the residues were passed through a short silica column, using a gradient of toluene/acetone as eluent. The isolated material was treated with diethyl ether and gave 35 m... As a reaction SMILES: [NH2:1][C:2]1[CH:9]=[C:8]([NH:10][CH2:11][CH2:12][O:13][CH3:14])[C:5]([C:6]#[N:7])=[CH:4][N:3]=1.N1([C:20](N2C=NC=N2)=[O:21])C=NC=N1.[CH3:27][O:28][CH:29]([O:50][CH3:51])[C:30]1[C:39]([CH2:40][N:41]([CH2:45][CH2:46][N:47]([CH3:49])[CH3:48])[C:42](=[O:44])[CH3:43])=[CH:38][C:37]2[CH2:36][CH2:35][CH2:34][NH:33][C:32]=2[N:31]=1>CN(C=O)C>[C:6]([C:5]1[C:8]([NH:10][CH2:11][CH2:12][O:13][CH3:14])=[CH:9][C:2]([NH:1][C:20]([N:33]2[C:32]3[C:37](=[CH:38][C:39]([CH2:40][N:41]([CH2:45][CH2:46][N:47]([CH3:48])[CH3:49])[C:42](=[O:44])[CH3:43])=[C:30]([CH:29]([O:28][CH3:27])[O:50][CH3:51])[N:31]=3)[CH2:36][CH2:35][CH2:34]2)=[O:21])=[N:3][CH:4]=1)#[N:7]. Reported procedure: A solution of 6-amino-4-((2-methoxyethyl)amino)nicotinonitrile (intermediate 75, 631 mg, 3.28 mmol) in anhydrous DMF (4 ml) was added drop wise to a mixture of di(1H-1,2,4-triazol-1-yl)methanone (539 mg, 3.28 mmol) and DMF (4 ml) cooled at 0° C. After stirring for 30 minutes at 0° C. the reaction mixture was allowed to warm to room temperature and stirred for approximately 2 h, after which a solution of N-((2-(dimethoxymethyl)-5,6,7,8-tetrahydro-1,8-naphthyridin-3-yl)methyl)-N-(2-(dimethylamino)... Run at temperature 0 celsius, time 30 minute. Yields the product C(#N)C=1C(=CC(=NC1)NC(=O)N1CCCC2=CC(=C(N=C12)C(OC)OC)CN(C(C)=O)CCN(C)C)NCCOC (N-(5-cyano-4-((2-methoxyethyl)amino)pyridin-2-yl)-7-(dimethoxymethyl)-6-((N-(2-(dimethylamino)ethyl)acetamido)methyl)-3,4-dihydro-1,8-naphthyridine-1(2H)-carboxamide). Reactants: N1(N=CN=C1)C(=O)N1N=CN=C1 (di(1H-1,2,4-triazol-1-yl)methanone), NC1=NC=C(C#N)C(=C1)NCCOC (6-amino-4-((2-methoxyethyl)amino)nicotinonitrile), NC1=NC=C(C#N)C(=C1)NCCOC (6-amino-4-((2-methoxyethyl)amino)nicotinonitrile), COC(C1=NC=2NCCCC2C=C1CN(C(C)=O)CCN(C)C)OC (N-((2-(dimethoxymethyl)-5,6,7,8-tetrahydro-1,8-naphthyridin-3-yl)methyl)-N-(2-(dimethylamino)ethyl)acetamide), COC(C1=NC=2NCCCC2C=C1CN(C(C)=O)CCN(C)C)OC (N-((2-(dimethoxymethyl)-5,6,7,8-tetrahydro-1,8-naphthyridin-3-yl)methyl)-N-(2-(dimethylamino)ethyl)acetamide). Run in CN(C)C=O (DMF), CN(C)C=O (DMF), CN(C)C=O (DMF). Reactants: COCCOCCO (diethylene glycol monomethylether), C1(=CC=C(C=C1)S(=O)(=O)Cl)C (p-toluenesulfonyl chloride), O (Water). Solvent: N1=CC=CC=C1 (pyridine). Reaction conditions: time 2 hour. Yields the product C1(=CC=C(C=C1)S(=O)(=O)OCCOCCOC)C (2-(2-methoxyethoxy)ethyl p-toluenesulfonate). Yield: 98.4%. RXN SMILES: [CH3:1][O:2][CH2:3][CH2:4][O:5][CH2:6][CH2:7][OH:8].[C:9]1([CH3:19])[CH:14]=[CH:13][C:12]([S:15](Cl)(=[O:17])=[O:16])=[CH:11][CH:10]=1.O>N1C=CC=CC=1>[C:9]1([CH3:19])[CH:14]=[CH:13][C:12]([S:15]([O:8][CH2:7][CH2:6][O:5][CH2:4][CH2:3][O:2][CH3:1])(=[O:17])=[O:16])=[CH:11][CH:10]=1. Procedure details: To a solution of diethylene glycol monomethylether (12 g, 100 mmol) in pyridine (70 ml) was added p-toluenesulfonyl chloride (22.8 g, 120 mmol) at 0° C., which was then stirred at room temperature for 2 hours. Water was added thereto, and the mixture was extracted with diethyl ether. The extracted organic layer was washed with 0.5N-HCl, water and saturated sodium bicarbonate solution, and dried over anhydrous magnesium sulfate. The organic solvent was removed under reduced pressure to give the t... Reactants: CC(C)(C)OC(=O)CCC1(C(N)=O)c2ccccc2-c2ccccc21, CCOCC, O=C(O)C(F)(F)F. Product: NC(=O)C1(CCC(=O)O)c2ccccc2-c2ccccc21. RXN SMILES: [C:1]([NH2:2])(=[O:3])[C:4]1([CH2:17][CH2:18][C:19](=[O:20])[O:21][C:22]([CH3:23])([CH3:24])[CH3:25])[c:5]2[cH:6][cH:7][cH:8][cH:9][c:10]2-[c:11]2[cH:12][cH:13][cH:14][cH:15][c:16]21.[CH3:26][CH2:27][O:28][CH2:29][CH3:30].[OH:31][C:32]([C:33]([F:34])([F:35])[F:36])=[O:37]>>[C:1]([NH2:2])(=[O:3])[C:4]1([CH2:17][CH2:18][C:19](=[O:20])[OH:21])[c:5]2[cH:6][cH:7][cH:8][cH:9][c:10]2-[c:11]2[cH:12][cH:13][cH:14][cH:15][c:16]21. Starting materials: ClC1=CC=C(C=C1)SC1=C(C=CC=C1)[N+](=O)[O-] (2-(4-Chlorophenylthio)nitrobenzene), [Sn] (tin). The solvent is C(C)(=O)O (acetic acid), Cl (hydrochloride). Conditions: time 6 hour. Product: ClC1=CC=C(C=C1)SC1=C(N)C=CC=C1 (2-(4-Chlorophenylthio)aniline). Yield: 99.2%. RXN SMILES: [Cl:1][C:2]1[CH:7]=[CH:6][C:5]([S:8][C:9]2[CH:14]=[CH:13][CH:12]=[CH:11][C:10]=2[N+:15]([O-])=O)=[CH:4][CH:3]=1.[Sn]>C(O)(=O)C.Cl>[Cl:1][C:2]1[CH:3]=[CH:4][C:5]([S:8][C:9]2[CH:14]=[CH:13][CH:12]=[CH:11][C:10]=2[NH2:15])=[CH:6][CH:7]=1 |^3:17|. Procedure: 2-(4-Chlorophenylthio)nitrobenzene (1.0 g) was dissolved in a mixture of acetic acid (5 ml) and 6N hydrochloride (5 ml), and tin (1.0 g) was added thereto, followed by stirring for six hours at room temperature. After the solvent was removed under reduced pressure, the residue was dissolved in water (50 ml) and a pH of the resultant solution was adjusted to 9-10 with potassium carbonate. The thus-obtained solution was extracted with ethyl acetate. The extracted solution was washed sequentially w... Starting materials: CSC1=NC=2C3=C(C=CC2C=N1)C(=NN3)C(=O)OCC (ethyl 8-(methylsulfanyl)-1H-pyrazolo[4,3-h]quinazoline-3-carboxylate), C([O-])([O-])=O.[Cs+].[Cs+] (cesium carbonate), O (water), BrCCN(C)C (2-bromo-N,N-dimethylethanamine). Run in CN(C=O)C (dimethylformamide). Conditions: time 24 hour. Yields the product CN(CCN1N=C(C=2C=CC=3C=NC(=NC3C21)SC)C(=O)OCC)C (ethyl 1-[2-(dimethylamino)ethyl]-8-(methylsulfanyl)-1H-pyrazolo[4,3-h]quinazoline-3-carboxylate). RXN SMILES: [CH3:1][S:2][C:3]1[N:12]=[CH:11][C:10]2[CH:9]=[CH:8][C:7]3[C:13]([C:16]([O:18][CH2:19][CH3:20])=[O:17])=[N:14][NH:15][C:6]=3[C:5]=2[N:4]=1.C(=O)([O-])[O-].[Cs+].[Cs+].Br[CH2:28][CH2:29][N:30]([CH3:32])[CH3:31].O>CN(C)C=O>[CH3:31][N:30]([CH3:32])[CH2:29][CH2:28][N:15]1[C:6]2[C:5]3[N:4]=[C:3]([S:2][CH3:1])[N:12]=[CH:11][C:10]=3[CH:9]=[CH:8][C:7]=2[C:13]([C:16]([O:18][CH2:19][CH3:20])=[O:17])=[N:14]1 |f:1.2.3|. Procedure details: To a solution of ethyl 8-(methylsulfanyl)-1H-pyrazolo[4,3-h]quinazoline-3-carboxylate (150 mg, 0.52 mmol) in dry dimethylformamide (4 ml) was added cesium carbonate (339 mg 1.04 mmol) followed by 2-bromo-N,N-dimethylethanamine (135 mg 0.88 mmol). The heterogeneous mixture was stirred at room temperature for 24 hours. The mixture was treated with water and extracted with EtOAc. The organic layer washed with brine, dried over Na2SO4 and concentrated. The crude was purified by silica gel chromatogr...